Dataset: the Open Reaction Database (ORD), a public repository of structured organic reaction records. Task: describe an organic reaction: reactants, conditions, products, and yield The reactants are C(C)(C)(C)C=1C=C(C(=O)OC)C=CC1O (methyl 3-tert-butyl-4-hydroxybenzoate), C(C1=CC=CC=C1)Br (benzyl bromide). Product: C(C)(C)(C)C=1C=C(C(=O)OC)C=CC1OCC1=CC=CC=C1 (Methyl 3-tert-butyl-4-benzyloxybenzoate). Yield: 99.7%. As a reaction SMILES: [C:1]([C:5]1[CH:6]=[C:7]([CH:12]=[CH:13][C:14]=1[OH:15])[C:8]([O:10][CH3:11])=[O:9])([CH3:4])([CH3:3])[CH3:2].[CH2:16](Br)[C:17]1[CH:22]=[CH:21][CH:20]=[CH:19][CH:18]=1>>[C:1]([C:5]1[CH:6]=[C:7]([CH:12]=[CH:13][C:14]=1[O:15][CH2:16][C:17]1[CH:22]=[CH:21][CH:20]=[CH:19][CH:18]=1)[C:8]([O:10][CH3:11])=[O:9])([CH3:4])([CH3:2])[CH3:3]. Procedure: By reaction of 17 g (82 mmol) of methyl 3-tert-butyl-4-hydroxybenzoate with 10.7 ml (82 mmol) of benzyl bromide in a manner analogous to Example 1(a), 24.4 g (100%) of the expected product are obtained in the form of a colourless oil. Reactants: BrC1=C(C=C(C(=O)O)C=C1)F (4-bromo-3-fluoro-benzoic acid), CC1(OB(OC1(C)C)C1=CN=C(O1)[Si](C(C)C)(C(C)C)C(C)C)C (5-(4,4,5,5-tetramethyl-[1,3,2]dioxaborolan-2-yl)-2-triisopropylsilanyl-oxazole), C(=O)([O-])[O-].[Na+].[Na+] (Na2CO3). Reagents/catalysts: Cl[Pd]Cl (PdCl2). The solvent is CN(C=O)C (N,N-dimethylformamide). Run at temperature 80 celsius, time 8 hour. Yields the product FC=1C=C(C(=O)O)C=CC1C1=CN=CO1 (3-Fluoro-4-oxazol-5-yl-benzoic acid). As a reaction SMILES: Br[C:2]1[CH:10]=[CH:9][C:5]([C:6]([OH:8])=[O:7])=[CH:4][C:3]=1[F:11].CC1(C)C(C)(C)OB([C:20]2[O:24][C:23]([Si](C(C)C)(C(C)C)C(C)C)=[N:22][CH:21]=2)O1.C([O-])([O-])=O.[Na+].[Na+]>CN(C)C=O.Cl[Pd]Cl>[F:11][C:3]1[CH:4]=[C:5]([CH:9]=[CH:10][C:2]=1[C:20]1[O:24][CH:23]=[N:22][CH:21]=1)[C:6]([OH:8])=[O:7] |f:2.3.4|. Procedure: A mixture of 4-bromo-3-fluoro-benzoic acid (1.00 g), 5-(4,4,5,5-tetramethyl-[1,3,2]dioxaborolan-2-yl)-2-triisopropylsilanyl-oxazole (1.90 g), PdCl2 [1,1′-bis(diphenylphosphino)-ferrocene]*CH2Cl2 complex (400 mg), and aqueous Na2CO3 solution (2 M; 5.70 mL) in N,N-dimethylformamide (6 mL) is stirred overnight at 80° C. under an argon atmosphere. After cooling to room temperature the reaction mixture is concentrated in vacuo and water is added. The resulting mixture is acidified with hydrochloric a... The reactants are Cl.NCCCN(C(C)=O)C1=CC=C(C=C1)C=1C(CC(NN1)=O)C (6-[4-[N-(3-aminopropyl)acetamido]phenyl]-4,5-dihydro-5-methyl-3(2H)-pyridazinone hydrochloride). Solvent: Cl (hydrochloric acid). Yields the product NCCCNC1=CC=C(C=C1)C=1C(CC(NN1)=O)C (6-[4-(3-aminopropylamino)phenyl]-4,5-dihydro-5-methyl-3(2H)-pyridazinone). Reaction SMILES: Cl.[NH2:2][CH2:3][CH2:4][CH2:5][N:6]([C:10]1[CH:15]=[CH:14][C:13]([C:16]2[CH:17]([CH3:23])[CH2:18][C:19](=[O:22])[NH:20][N:21]=2)=[CH:12][CH:11]=1)C(=O)C>Cl>[NH2:2][CH2:3][CH2:4][CH2:5][NH:6][C:10]1[CH:11]=[CH:12][C:13]([C:16]2[CH:17]([CH3:23])[CH2:18][C:19](=[O:22])[NH:20][N:21]=2)=[CH:14][CH:15]=1 |f:0.1|. Reported procedure: 2.8 g (8.3 mmol) of 6-[4-[N-(3-aminopropyl)acetamido]phenyl]-4,5-dihydro-5-methyl-3(2H)-pyridazinone hydrochloride are boiled under reflux in 30 ml of 2N hydrochloric acid for 2 hours. The solution is concentrated by evaporation under vacuum and the residue is taken up with 20 ml of saturated potassium carbonate. After this residue has been extracted twice with 30 ml portions of isopropanol, the combined organic phases are dried over potassium carbonate and concentrated by evaporation under vacu...